Dataset: the Open Reaction Database (ORD), a public repository of structured organic reaction records. Task: describe an organic reaction: reactants, conditions, products, and yield Reactants: Cl (Hydrochloric acid), [Ti](Cl)(Cl)(Cl)Cl (titanium tetrachloride), aqueous solution, P(=O)(O)([O-])[O-].[NH4+].[NH4+] (diammonium hydrogen phosphate). The solvent is O (water). Run at time 3 hour. Yields the product P(=O)([O-])([O-])[O-].[Ti+4].P(=O)([O-])([O-])[O-].P(=O)([O-])([O-])[O-].P(=O)([O-])([O-])[O-].[Ti+4].[Ti+4] (Titanium phosphate). Reaction SMILES: Cl.[Ti:2](Cl)(Cl)(Cl)Cl.[P:7]([O-:11])([O-:10])([OH:9])=[O:8].[NH4+].[NH4+]>O>[P:7]([O-:11])([O-:10])([O-:9])=[O:8].[Ti+4:2].[P:7]([O-:11])([O-:10])([O-:9])=[O:8].[P:7]([O-:11])([O-:10])([O-:9])=[O:8].[P:7]([O-:11])([O-:10])([O-:9])=[O:8].[Ti+4:2].[Ti+4:2] |f:2.3.4,6.7.8.9.10.11.12|. Reported procedure: Titanium phosphate was prepared by the following procedure. Hydrochloric acid (500 g) was added to 5 liters of water, and 500 g of titanium tetrachloride was added dropwise at room temperature. After allowing the mixture to stand for 3 hours, a 10% aqueous solution containing 356 g of diammonium hydrogen phosphate was gradually added dropwise to the mixture with thorough stirring. After the formation of a precipitate, the system was allowed to stand at 70° C. for 6 hours. The precipitate was sep... Starting materials: S(=O)(Cl)Cl (Thionylchloride), OCCN1C(C(=NC=2CCCCC12)CC1=CC=CC=C1)=O (2-hydroxyethyl-3-benzyl-2-oxo-1,2,5,6,7,8-hexahydroquinoxaline), C(=O)([O-])[O-].[K+].[K+] (K2CO3). Solvent: C(Cl)(Cl)Cl (chloroform). Reaction conditions: time 2 hour. Product: ClCCN1C(C(=NC=2CCCCC12)CC1=CC=CC=C1)=O (1-(2-chloroethyl)-3-benzyl-2-oxo-1,2,5,6,7,8-hexahydroquinoxaline). The yield is 78.0%. Reaction SMILES: S(Cl)([Cl:3])=O.O[CH2:6][CH2:7][N:8]1[C:17]2[CH2:16][CH2:15][CH2:14][CH2:13][C:12]=2[N:11]=[C:10]([CH2:18][C:19]2[CH:24]=[CH:23][CH:22]=[CH:21][CH:20]=2)[C:9]1=[O:25].C([O-])([O-])=O.[K+].[K+]>C(Cl)(Cl)Cl>[Cl:3][CH2:6][CH2:7][N:8]1[C:17]2[CH2:16][CH2:15][CH2:14][CH2:13][C:12]=2[N:11]=[C:10]([CH2:18][C:19]2[CH:24]=[CH:23][CH:22]=[CH:21][CH:20]=2)[C:9]1=[O:25] |f:2.3.4|. Reported procedure: Thionylchloride (2.96 ml, 1.3 eq.) was added dropwise under ice-cooling to compound 643 (9.09 g, 32 mM) dissolved in chloroform (30 ml), and stirred at room temperature for 2 hours. Dilute aqueous K2CO3 was added to the reaction mixture, which mixture was then extracted twice with chloroform, dried with anhydrous sodium sulfate and concentrated in vacuo. The residue was charged on a column of silica-gel (C-200, 100 g) packed with chloroform and eluted with chloroform to obtain compound 644 (7.55... Reactants: CO, COc1ccc2[nH]c(N)nc2c1C(=O)O. Yields the product COC(=O)c1c(OC)ccc2[nH]c(N)nc12. RXN SMILES: [CH3:16][OH:17].[NH2:1][c:2]1[n:3][c:4]2[c:5]([nH:6]1)[cH:7][cH:8][c:9]([O:14][CH3:15])[c:10]2[C:11](=[O:12])[OH:13]>>[NH2:1][c:2]1[n:3][c:4]2[c:5]([nH:6]1)[cH:7][cH:8][c:9]([O:14][CH3:15])[c:10]2[C:11]([O:12][CH3:16])=[O:13]. The reactants are C=CCCCC#N, CCOCC, CO, Cl. Product: C=CCCCC(=N)OC, Cl. Reaction SMILES: [C:1]([CH2:2][CH2:3][CH2:4][CH:5]=[CH2:6])#[N:7].[CH3:11][CH2:12][O:13][CH2:14][CH3:15].[CH3:8][OH:9].[ClH:10]>>[C:1]([CH2:2][CH2:3][CH2:4][CH:5]=[CH2:6])(=[NH:7])[O:9][CH3:8].[ClH:10]. The reactants are COCOC1=CC=CC=2SC(=CC21)C=2OC(=NN2)C (2-(4-(Methoxymethyloxy)benzo(b)thiophen-2-yl)-5-methyl-1,3,4-oxadiazole), ice water. Solvent: C(C)(=O)O.O (acetic acid water). Run at temperature 80 celsius. The product is OC1=CC=CC=2SC(=CC21)C=2OC(=NN2)C (2-(4-hydroxybenzo(b)thiophen-2-yl)-5-methyl-1,3,4-oxadiazole). The yield is 119.0%. Reaction SMILES: COC[O:4][C:5]1[C:13]2[CH:12]=[C:11]([C:14]3[O:15][C:16]([CH3:19])=[N:17][N:18]=3)[S:10][C:9]=2[CH:8]=[CH:7][CH:6]=1>C(O)(=O)C.O>[OH:4][C:5]1[C:13]2[CH:12]=[C:11]([C:14]3[O:15][C:16]([CH3:19])=[N:17][N:18]=3)[S:10][C:9]=2[CH:8]=[CH:7][CH:6]=1 |f:1.2|. Procedure: 2-(4-(Methoxymethyloxy)benzo(b)thiophen-2-yl)-5-methyl-1,3,4-oxadiazole (1.4 g) was dissolved in a mixed solvent (10 ml) of acetic acid-water (1:1) and the mixture was heated at 80° C. for 4 hr. The reaction mixture was poured into ice water and extracted with ethyl acetate. The organic layer was washed with water, dried over anhydrous sodium sulfate and concentrated under reduced pressure to give an oily compound (1.4 g). Reactants: CCOc1ccc(-c2cc3c(ncn3CC(=O)OC)c(C#N)n2)cc1C(F)(F)F, CN(C)C=O, Cl, [Li+], [OH-], O. Product: CCOc1ccc(-c2cc3c(ncn3CC(=O)O)c(C#N)n2)cc1C(F)(F)F. As a reaction SMILES: [CH3:1][O:2][C:3]([CH2:4][n:5]1[cH:6][n:7][c:8]2[c:9]([C:27]#[N:28])[n:10][c:11](-[c:14]3[cH:15][c:16]([C:23]([F:24])([F:25])[F:26])[c:17]([O:20][CH2:21][CH3:22])[cH:18][cH:19]3)[cH:12][c:13]12)=[O:29].[CH3:30][N:31]([CH3:32])[CH:33]=[O:34].[ClH:37].[Li+:35].[OH-:36].[OH2:38]>>[O:2]=[C:3]([CH2:4][n:5]1[cH:6][n:7][c:8]2[c:9]([C:27]#[N:28])[n:10][c:11](-[c:14]3[cH:15][c:16]([C:23]([F:24])([F:25])[F:26])[c:17]([O:20][CH2:21][CH3:22])[cH:18][cH:19]3)[cH:12][c:13]12)[OH:29]. Starting materials: [Li]CCCC, CC(C)=O, CN1CC=C(c2ccccc2)CC1, Cl, C1CCOC1. The product is CN1CCC2(c3ccccc3)CC1OC2(C)C. As a reaction SMILES: [CH2:1]([Li:2])[CH2:3][CH2:4][CH3:5].[CH3:19][C:20]([CH3:21])=[O:22].[CH3:6][N:7]1[CH2:8][CH2:9][C:10]([c:13]2[cH:14][cH:15][cH:16][cH:17][cH:18]2)=[CH:11][CH2:12]1.[ClH:23].[O:24]1[CH2:25][CH2:26][CH2:27][CH2:28]1>>[CH3:6][N:7]1[CH:8]2[CH2:9][C:10]([c:13]3[cH:14][cH:15][cH:16][cH:17][cH:18]3)([CH2:11][CH2:12]1)[C:20]([CH3:19])([CH3:21])[O:22]2. Reactants: BrC1=C(C=CC=C1)N1C(N(C2=NC(=NC=C2C1)SC)C1=CC=C(C=C1)COC1OCCCC1)=O (3-(2-bromophenyl)-3,4-dihydro-1-[4-(tetrahydropyran-2-yloxymethyl)phenyl]-7-methylthio-pyrimido[4,5-d]pyrimidin-2(1H)-one). Solvent: Cl (hydrogen chloride), C(C)(=O)OCC (ethyl acetate), C(C)(=O)OCC (ethyl acetate). The product is BrC1=C(C=CC=C1)N1C(N(C2=NC(=NC=C2C1)SC)C1=CC=C(C=C1)CO)=O (3-(2-bromophenyl)-3,4-dihydro-1-[4-(hydroxymethyl)phenyl]-7-methylthio-pyrimido[4,5-d]pyrimidin-2(1H)-one). Isolated yield 85.0%. Reaction SMILES: [Br:1][C:2]1[CH:7]=[CH:6][CH:5]=[CH:4][C:3]=1[N:8]1[CH2:17][C:16]2[C:11](=[N:12][C:13]([S:18][CH3:19])=[N:14][CH:15]=2)[N:10]([C:20]2[CH:25]=[CH:24][C:23]([CH2:26][O:27]C3CCCCO3)=[CH:22][CH:21]=2)[C:9]1=[O:34]>Cl.C(OCC)(=O)C>[Br:1][C:2]1[CH:7]=[CH:6][CH:5]=[CH:4][C:3]=1[N:8]1[CH2:17][C:16]2[C:11](=[N:12][C:13]([S:18][CH3:19])=[N:14][CH:15]=2)[N:10]([C:20]2[CH:21]=[CH:22][C:23]([CH2:26][OH:27])=[CH:24][CH:25]=2)[C:9]1=[O:34]. Procedure details: A solution of 0.945 mg (1.75 mmol) of 3-(2-bromophenyl)-3,4-dihydro-1-[4-(tetrahydropyran-2-yloxymethyl)phenyl]-7-methylthio-pyrimido[4,5-d]pyrimidin-2(1H)-one in 10 ml of saturated hydrogen chloride in ethyl acetate was stirred at room temperature for 2 hours. The reaction was diluted with ethyl acetate (10 ml) then washed with water (10 ml) and saturated aqueous sodium bicarbonate (20 ml), dried over magnesium sulfate, filtered and evaporated to give 0.68 g (85%) of 3-(2-bromophenyl)-3,4-dihyd... The reactants are Cl.ClCCN1CCOCC1 (4-(2-chloroethyl)morpholine hydrochloride), [N+](=O)([O-])C=1C=C(C=CC1)O (3-nitrophenol). The product is NC=1C=C(OCCN2CCOCC2)C=CC1 (4-(2-(3-aminophenoxy)ethyl)morpholine). Reaction SMILES: Cl.Cl[CH2:3][CH2:4][N:5]1[CH2:10][CH2:9][O:8][CH2:7][CH2:6]1.[N+:11]([C:14]1[CH:15]=[C:16]([OH:20])[CH:17]=[CH:18][CH:19]=1)([O-])=O>>[NH2:11][C:14]1[CH:15]=[C:16]([CH:17]=[CH:18][CH:19]=1)[O:20][CH2:3][CH2:4][N:5]1[CH2:10][CH2:9][O:8][CH2:7][CH2:6]1 |f:0.1|. Procedure: By the method of examples 2 and 3, 4-(2-chloroethyl)morpholine hydrochloride and 3-nitrophenol were converted into the title compound.